From a dataset of the Open Reaction Database (ORD), a public repository of structured organic reaction records. describe an organic reaction: reactants, conditions, products, and yield Reactants: C(C)(C)(C)OC(NC1=C(C=C(C=C1)C(F)(F)F)N)=O ((2-amino-4-trifluoromethyl-phenyl)-carbamic acid tert-butyl ester), C(C)(C)(C)OC(CC(=O)C1=CC(=CC=C1)C1=C(C(=NC=C1)C)C)=O (3-[3-(2,3-dimethyl-pyridin-4-yl)-phenyl]-3-oxo-propionic acid tert-butyl ester). The product is C(C)(C)(C)OC(NC1=C(C=C(C=C1)C(F)(F)F)NC(CC(=O)C1=CC(=CC=C1)C1=C(C(=NC=C1)C)C)=O)=O ((2-{3-[3-(2,3-Dimethyl-pyridin-4-yl)-phenyl]-3-oxo-propionylamino}-4-trifluoromethyl-phenyl)-carbamic acid tert-butyl ester), oil. Isolated yield 78.0%. As a reaction SMILES: [C:1]([O:5][C:6](=[O:19])[NH:7][C:8]1[CH:13]=[CH:12][C:11]([C:14]([F:17])([F:16])[F:15])=[CH:10][C:9]=1[NH2:18])([CH3:4])([CH3:3])[CH3:2].C([O:24][C:25](=O)[CH2:26][C:27]([C:29]1[CH:34]=[CH:33][CH:32]=[C:31]([C:35]2[CH:40]=[CH:39][N:38]=[C:37]([CH3:41])[C:36]=2[CH3:42])[CH:30]=1)=[O:28])(C)(C)C>>[C:1]([O:5][C:6](=[O:19])[NH:7][C:8]1[CH:13]=[CH:12][C:11]([C:14]([F:17])([F:16])[F:15])=[CH:10][C:9]=1[NH:18][C:25](=[O:24])[CH2:26][C:27]([C:29]1[CH:34]=[CH:33][CH:32]=[C:31]([C:35]2[CH:40]=[CH:39][N:38]=[C:37]([CH3:41])[C:36]=2[CH3:42])[CH:30]=1)=[O:28])([CH3:4])([CH3:2])[CH3:3]. Procedure: The title compound was prepared from (2-amino-4-trifluoromethyl-phenyl)-carbamic acid tert-butyl ester (Example J3) (207 mg, 0.75 mmol) and 3-[3-(2,3-dimethyl-pyridin-4-yl)-phenyl]-3-oxo-propionic acid tert-butyl ester (Example K18) (244 mg, 0.75 mmol) according to the general procedure M. Obtained as a light yellow oil (310 mg, 78%). Isolated yield 30.1%. Reaction SMILES: [CH3:1][O:2][C:3]1[C:8]([CH2:9]O)=[CH:7][CH:6]=[C:5]([CH3:11])[N:4]=1.C1(P(C2C=CC=CC=2)C2C=CC=CC=2)C=CC=CC=1.C(Br)(Br)(Br)[Br:32]>ClCCl>[Br:32][CH2:9][C:8]1[C:3]([O:2][CH3:1])=[N:4][C:5]([CH3:11])=[CH:6][CH:7]=1. Procedure: To a solution of (2-methoxy-6-methylpyridin-3-yl)methanol (4.7 g, 30.7 mmol) in dichloromethane (150 mL) was added triphenylphosphine (12.1 g, 46.0 mmol). The mixture was cooled in an ice bath with stirring under an atmosphere of nitrogen. Carbon tetrabromide (15.3 g; 46.0 mmol) was added and the mixture was stirred for 90 minutes. The mixture was concentrated under reduced pressure and purified using column chromatography on silica, eluting with dichloromethane/hexanes (1:1) to give 3-(bromomet... The product is BrCC=1C(=NC(=CC1)C)OC (3-(bromomethyl)-2-methoxy-6-methylpyridine). Run in ClCCl (dichloromethane). The reactants are COC1=NC(=CC=C1CO)C ((2-methoxy-6-methylpyridin-3-yl)methanol), C1(=CC=CC=C1)P(C1=CC=CC=C1)C1=CC=CC=C1 (triphenylphosphine), C(Br)(Br)(Br)Br (Carbon tetrabromide). The reactants are ClC=1C2=C(N=CN1)C(=CS2)C=O (4-chlorothieno[3,2-d]pyrimidine-7-carbaldehyde), [O-]Cl=O.[Na+] (NaClO2), NaH2PO4.2H2O. Run in CS(=O)C (DMSO), O (water), O (water), O (water). Conditions: temperature 0 celsius, time 2 hour. Product: ClC=1C2=C(N=CN1)C(=CS2)C(=O)O (4-Chlorothieno[3,2-d]pyrimidine-7-carboxylic acid). RXN SMILES: [Cl:1][C:2]1[C:3]2[S:10][CH:9]=[C:8]([CH:11]=[O:12])[C:4]=2[N:5]=[CH:6][N:7]=1.[O-:13]Cl=O.[Na+]>O.CS(C)=O>[Cl:1][C:2]1[C:3]2[S:10][CH:9]=[C:8]([C:11]([OH:13])=[O:12])[C:4]=2[N:5]=[CH:6][N:7]=1 |f:1.2|. Reported procedure: NaH2PO4.2H2O (170 mg, 1.07 mmol) was dissolved in water (0.6 mL) and 4-chlorothieno[3,2-d]pyrimidine-7-carbaldehyde (100 mg, 0.47 mmol) dissolved in DMSO (4.8 mL) was added thereto at 10° C. The reaction mixture was cooled to 0° C. and NaClO2 (170 mg, 1.88 mmol) dissolved in water (0.6 mL) was added thereto at 0° C. The reaction mixture was heated to room temperature, stirred for 2 hours, and water (10 mL) was added thereto. The reaction mixture was stirred for 2 hours and then filtered. The fil... Reactants: CN(C=C1CCCC(C1=O)(C1=CC=CC=C1)C)C (6-[1-dimethylamino-methylidene]-2-methyl-2-phenylcyclohexanone), [N+](=O)(O)[O-].[N+](=O)(O)[O-].FC=1C=C(C=CC1N1C=NC(=C1)C)NC(=N)N (N-[3-fluoro-4-(4-methyl-imidazol-1-yl)-phenyl]-guanidine dinitrate). Yields the product FC=1C=C(C=CC1N1C=NC(=C1)C)NC1=NC=2C(CCCC2C=N1)(C1=CC=CC=C1)C ([3-Fluoro-4-(4-methyl-imidazol-1-yl)-phenyl]-(8-methyl-8-phenyl-5,6,7,8-tetrahydro-quinazolin-2-yl)-amine), solid. Isolated yield 30.0%. RXN SMILES: CN(C)[CH:3]=[C:4]1[C:9](=O)[C:8]([CH3:17])([C:11]2[CH:16]=[CH:15][CH:14]=[CH:13][CH:12]=2)[CH2:7][CH2:6][CH2:5]1.[N+]([O-])(O)=O.[N+]([O-])(O)=O.[F:27][C:28]1[CH:29]=[C:30]([NH:40][C:41]([NH2:43])=[NH:42])[CH:31]=[CH:32][C:33]=1[N:34]1[CH:38]=[C:37]([CH3:39])[N:36]=[CH:35]1>>[F:27][C:28]1[CH:29]=[C:30]([NH:40][C:41]2[N:43]=[CH:3][C:4]3[CH2:5][CH2:6][CH2:7][C:8]([CH3:17])([C:11]4[CH:12]=[CH:13][CH:14]=[CH:15][CH:16]=4)[C:9]=3[N:42]=2)[CH:31]=[CH:32][C:33]=1[N:34]1[CH:38]=[C:37]([CH3:39])[N:36]=[CH:35]1 |f:1.2.3|. Procedure: The title compound was prepared from 6-[1-dimethylamino-methylidene]-2-methyl-2-phenylcyclohexanone (117 mg, 0.48 mmol) and N-[3-fluoro-4-(4-methyl-imidazol-1-yl)-phenyl]-guanidine dinitrate (130 mg, 0.36 mmol) using in analogous manner the procedure described in example 48b). Obtained as a pale-yellow solid (44 mg, 30%). MS ISP (m/e): 414.4 [(M+H)+]. mp 157-158° C. Reactants: C(C)C1=CC=C(CSC=2C=C(C(N(C2)COC)=O)OCOC)C=C1 (5-[(4-ethylbenzyl)sulfanyl]-3-(methoxymethoxy)-1-(methoxymethyl)pyridin-2(1H)-one), C(C)C1=CC=C(CSC=2C=C(C(N(C2)COC)=O)OCOC)C=C1 (5-[(4-ethylbenzyl)sulfanyl]-3-(methoxymethoxy)-1-(methoxymethyl)pyridin-2(1H)-one), ClCC1=NC=CC=C1C (2-(chloromethyl)-3-methylpyridine). Product: COCOC=1C(N(C=C(C1)SCC1=NC=CC=C1C)COC)=O (3-(Methoxymethoxy)-1-(methoxymethyl)-5-([(3-methylpyridin-2-yl)methyl]sulfanyl)pyridin-2(1H)-one). Reaction SMILES: C(C1C=CC(C[S:8][C:9]2[CH:10]=[C:11]([O:19][CH2:20][O:21][CH3:22])[C:12](=[O:18])[N:13]([CH2:15][O:16][CH3:17])[CH:14]=2)=CC=1)C.Cl[CH2:26][C:27]1[C:32]([CH3:33])=[CH:31][CH:30]=[CH:29][N:28]=1>>[CH3:22][O:21][CH2:20][O:19][C:11]1[C:12](=[O:18])[N:13]([CH2:15][O:16][CH3:17])[CH:14]=[C:9]([S:8][CH2:26][C:27]2[C:32]([CH3:33])=[CH:31][CH:30]=[CH:29][N:28]=2)[CH:10]=1. Procedure details: Prepared as described for 5-[(4-ethylbenzyl)sulfanyl]-3-(methoxymethoxy)-1-(methoxymethyl)pyridin-2(1H)-one (Intermediate 17) but using 2-(chloromethyl)-3-methylpyridine instead of 1-(chloromethyl)-4-ethylbenzene. The reactants are CC(C)(C)c1ccccc1Oc1ccccc1[N+](=O)[O-], C1CCOC1, CO. The product is CC(C)(C)c1ccccc1Oc1ccccc1N. As a reaction SMILES: [C:1]([CH3:2])([CH3:3])([CH3:4])[c:5]1[c:6]([O:11][c:12]2[c:13]([N+:18]([O-:19])=[O:20])[cH:14][cH:15][cH:16][cH:17]2)[cH:7][cH:8][cH:9][cH:10]1.[CH2:23]1[O:24][CH2:25][CH2:26][CH2:27]1.[CH3:21][OH:22]>>[C:1]([CH3:2])([CH3:3])([CH3:4])[c:5]1[c:6]([O:11][c:12]2[c:13]([NH2:18])[cH:14][cH:15][cH:16][cH:17]2)[cH:7][cH:8][cH:9][cH:10]1.